This data is from the Open Reaction Database (ORD), a public repository of structured organic reaction records. The task is: describe an organic reaction: reactants, conditions, products, and yield Reactants: C1COCCO1, O=C(c1ccccc1C(F)(F)F)N1CCN(c2ccc(Cl)nn2)CC1, [Na+], [OH-], O, SCCc1ccccc1. Product: O=C(c1ccccc1C(F)(F)F)N1CCN(c2ccc(SCCc3ccccc3)nn2)CC1. RXN SMILES: [CH2:37]1[O:38][CH2:39][CH2:40][O:41][CH2:42]1.[Cl:1][c:2]1[cH:3][cH:4][c:5]([N:8]2[CH2:9][CH2:10][N:11]([C:14](=[O:15])[c:16]3[c:17]([C:22]([F:23])([F:24])[F:25])[cH:18][cH:19][cH:20][cH:21]3)[CH2:12][CH2:13]2)[n:6][n:7]1.[Na+:36].[OH-:35].[OH2:43].[c:26]1([CH2:32][CH2:33][SH:34])[cH:27][cH:28][cH:29][cH:30][cH:31]1>>[c:2]1([S:34][CH2:33][CH2:32][c:26]2[cH:27][cH:28][cH:29][cH:30][cH:31]2)[cH:3][cH:4][c:5]([N:8]2[CH2:9][CH2:10][N:11]([C:14](=[O:15])[c:16]3[c:17]([C:22]([F:23])([F:24])[F:25])[cH:18][cH:19][cH:20][cH:21]3)[CH2:12][CH2:13]2)[n:6][n:7]1. Reaction SMILES: [F:1][C@@H:2]1[CH2:6][CH2:5][N:4]([C@@H:7]([CH3:29])[CH2:8][O:9]C(C2C=CC=CC=2)(C2C=CC=CC=2)C2C=CC=CC=2)[CH2:3]1.Cl>>[F:1][C@@H:2]1[CH2:6][CH2:5][N:4]([C@@H:7]([CH3:29])[CH2:8][OH:9])[CH2:3]1. Yields the product F[C@H]1CN(CC1)[C@H](CO)C ((S)-2-((R)-3-fluoropyrrolidin-1-yl)propan-1-ol). The reactants are F[C@H]1CN(CC1)[C@H](COC(C1=CC=CC=C1)(C1=CC=CC=C1)C1=CC=CC=C1)C ((R)-3-Fluoro-1-((S)-1-(trityloxy)propan-2-yl)pyrrolidine), Cl (HCl). Yield: 41.8%. Reported procedure: (R)-3-Fluoro-1-((S)-1-(trityloxy)propan-2-yl)pyrrolidine (732 mg, 1.87 mmol) and HCl (2N in Et2O, 1.4 mL, 2.8 mmol) were stirred at room temperature for 5 h. The solvent was decanted off, and the solid was dissolved in DCM (30 mL). The solution was washed (sat'd K2CO3), dried (Na2SO4), and concentrated under reduced pressure. The crude material was purified on a silica gel column to yield (S)-2-((R)-3-fluoropyrrolidin-1-yl)propan-1-ol (115 mg) as a clear oil. 1H NMR (DMSO-d6): δ 5.26-5.00 (m, 1H... The reactants are FC1=C(C=CC(=C1)B1OC(C(O1)(C)C)(C)C)C=1N=CC(=NC1)N (5-(2-fluoro-4-(4,4,5,5-tetramethyl-1,3,2-dioxaborolan-2-yl)phenyl)-pyrazin-2-amine), BrC1=C(C=CC=C1)S(=O)(=O)N1CCC(CC1)N (1-((2-bromophenyl)sulfonyl)piperidin-4-amine). The product is NC1CCN(CC1)S(=O)(=O)C1=C(C=CC=C1)C1=CC(=C(C=C1)C=1N=CC(=NC1)N)F (5-{2′-[(4-Aminopiperidin-1-yl)sulfonyl]-3-fluorobiphenyl-4-yl}pyrazin-2-amine). As a reaction SMILES: [F:1][C:2]1[CH:7]=[C:6](B2OC(C)(C)C(C)(C)O2)[CH:5]=[CH:4][C:3]=1[C:17]1[N:18]=[CH:19][C:20]([NH2:23])=[N:21][CH:22]=1.Br[C:25]1[CH:30]=[CH:29][CH:28]=[CH:27][C:26]=1[S:31]([N:34]1[CH2:39][CH2:38][CH:37]([NH2:40])[CH2:36][CH2:35]1)(=[O:33])=[O:32]>>[NH2:40][CH:37]1[CH2:38][CH2:39][N:34]([S:31]([C:26]2[CH:27]=[CH:28][CH:29]=[CH:30][C:25]=2[C:6]2[CH:5]=[CH:4][C:3]([C:17]3[N:18]=[CH:19][C:20]([NH2:23])=[N:21][CH:22]=3)=[C:2]([F:1])[CH:7]=2)(=[O:33])=[O:32])[CH2:35][CH2:36]1. Procedure: The title compound was prepared in a manner similar to that described in Example 448 using 5-(2-fluoro-4-(4,4,5,5-tetramethyl-1,3,2-dioxaborolan-2-yl)phenyl)-pyrazin-2-amine and 1-((2-bromophenyl)sulfonyl)piperidin-4-amine. MS (ESI): mass calcd. for C21H22FN5O2S, 427.15; m/z found, 428.1 [M+H]+. 1H NMR (400 MHz, CD3OD) δ 8.36 (s, 1H), 8.25-8.23 (d, J=1.4, 1H), 8.11-8.08 (m, 1H), 7.96 (m, 1H), 7.74-7.69 (m, 1H), 7.65-7.60 (m, 1H), 7.45-7.41 (m, 1H), 7.32-7.29 (m, 1H), 7.28 (s, 1H), 3.47-3.40 (m, ... Starting materials: BrC1=CC=C(S1)S(=O)(=O)NC1=CC(=CC=C1)C1=NN=NN1 (5-bromo-N-[3-(1H-tetrazol-5-yl)phenyl]thiophene-2-sulfonamide), BrC1=CC=C(S1)S(=O)(=O)NC1=CC(=CC=C1)C1=NN=NN1 (5-bromo-N-[3-(1H-tetrazol-5-yl)phenyl]thiophene-2-sulfonamide), ClC=1C=C(C=CC1F)B(O)O (3-chloro-4-fluorophenyl-boronic acid). Product: ClC=1C=C(C=CC1F)C1=CC=C(S1)S(=O)(=O)NC1=CC(=CC=C1)C1=NN=NN1 (5-(3-Chloro-4-fluorophenyl)-N-[3-(1H-tetrazol-5-yl)phenyl]thiophene-2-sulfonamide). The yield is 31.0%. RXN SMILES: Br[C:2]1[S:6][C:5]([S:7]([NH:10][C:11]2[CH:16]=[CH:15][CH:14]=[C:13]([C:17]3[NH:21][N:20]=[N:19][N:18]=3)[CH:12]=2)(=[O:9])=[O:8])=[CH:4][CH:3]=1.[Cl:22][C:23]1[CH:24]=[C:25](B(O)O)[CH:26]=[CH:27][C:28]=1[F:29]>>[Cl:22][C:23]1[CH:24]=[C:25]([C:2]2[S:6][C:5]([S:7]([NH:10][C:11]3[CH:16]=[CH:15][CH:14]=[C:13]([C:17]4[NH:21][N:20]=[N:19][N:18]=4)[CH:12]=3)(=[O:9])=[O:8])=[CH:4][CH:3]=2)[CH:26]=[CH:27][C:28]=1[F:29]. Procedure details: The product was prepared according to General Procedure 3, described in Example 22, using 5-bromo-N-[3-(1H-tetrazol-5-yl)phenyl]thiophene-2-sulfonamide (Intermediate 17) (19 mg, 0.055 mmol) and 3-chloro-4-fluorophenyl-boronic acid (10 mg, 0.06 mmol). The title compound was obtained in 31% yield (6.7 mg). MS (ESI+) calcd mass for C17H11ClFN5O2S2 435.002672, found 435.002662. Reactants: [Al+3], C1CCOC1, N#Cc1cc(Cl)ccc1CN1CC(O)C1, [H-], [H-], [H-], [H-], [Li+]. The product is NCc1cc(Cl)ccc1CN1CC(O)C1. As a reaction SMILES: [Al+3:2].[CH2:22]1[O:23][CH2:24][CH2:25][CH2:26]1.[Cl:7][c:8]1[cH:9][cH:10][c:11]([CH2:16][N:17]2[CH2:18][CH:19]([OH:21])[CH2:20]2)[c:12]([C:13]#[N:14])[cH:15]1.[H-:1].[H-:4].[H-:5].[H-:6].[Li+:3]>>[Cl:7][c:8]1[cH:9][cH:10][c:11]([CH2:16][N:17]2[CH2:18][CH:19]([OH:21])[CH2:20]2)[c:12]([CH2:13][NH2:14])[cH:15]1. Starting materials: C[SH]=c1[nH]ccc(=O)[nH]1, NCCCN(Cc1ccccc1Cl)c1ccccn1, c1ccncc1. The product is O=c1ccnc(NCCCN(Cc2ccccc2Cl)c2ccccn2)[nH]1. As a reaction SMILES: [CH3:20][SH:21]=[c:22]1[nH:23][cH:24][cH:25][c:26](=[O:28])[nH:27]1.[NH2:1][CH2:2][CH2:3][CH2:4][N:5]([CH2:6][c:7]1[c:8]([Cl:13])[cH:9][cH:10][cH:11][cH:12]1)[c:14]1[n:15][cH:16][cH:17][cH:18][cH:19]1.[cH:29]1[cH:30][cH:31][n:32][cH:33][cH:34]1>>[NH:1]([CH2:2][CH2:3][CH2:4][N:5]([CH2:6][c:7]1[c:8]([Cl:13])[cH:9][cH:10][cH:11][cH:12]1)[c:14]1[n:15][cH:16][cH:17][cH:18][cH:19]1)[c:22]1[n:23][cH:24][cH:25][c:26](=[O:28])[nH:27]1.